describe an organic reaction: reactants, conditions, products, and yield From a dataset of the Open Reaction Database (ORD), a public repository of structured organic reaction records. The product is ClC(C1=CC=2C(C3=CC=CC=C3C(C2C=C1)=O)=O)(Cl)Cl (2-trichloromethylanthraquinone). Isolated yield 92.5%. As a reaction SMILES: C[C:2]1[CH:15]=[CH:14][C:13]2[C:12](=[O:16])[C:11]3[C:6](=[CH:7][CH:8]=[CH:9][CH:10]=3)[C:5](=[O:17])[C:4]=2[CH:3]=1.O(Cl)Cl.[C:21]([Cl:25])(Cl)([Cl:23])[Cl:22]>>[Cl:22][C:21]([Cl:25])([Cl:23])[C:9]1[CH:8]=[CH:7][C:6]2[C:5](=[O:17])[C:4]3[C:13](=[CH:14][CH:15]=[CH:2][CH:3]=3)[C:12](=[O:16])[C:11]=2[CH:10]=1. Reported procedure: 2-Methylanthraquinone (5.89 g, 0.0265 mole) and dichlorine monoxide (5.77 g, 0.0664 mole) in carbon tetrachloride (70 ml) were heated in a Carrius tube as described in Example 6 at 75° for 20.25 hrs. The product which separated as a yellow crystalline solid was dissolved in methylene chloride and filtered to separate a solid (0.49 g) judged from its infrared spectra to be anthraquinone-2-carboxylic acid. The filtrate was dried (MgSO4) and the solvent removed on a rotary evaporator to give 2-tric... Starting materials: CC1=CC=2C(C3=CC=CC=C3C(C2C=C1)=O)=O (2-Methylanthraquinone), O(Cl)Cl (dichlorine monoxide), C(Cl)(Cl)(Cl)Cl (carbon tetrachloride). Conditions: time 20.25 hour. Starting materials: C=CCOC(=O)N1CC(O)CC1C(=O)O, CC(C)=O, O. The product is C=CCOC(=O)N1CC(=O)CC1C(=O)O. Reaction SMILES: [CH2:1]([CH:2]=[CH2:3])[O:4][C:5](=[O:6])[N:7]1[CH:8]([C:13](=[O:14])[OH:15])[CH2:9][CH:10]([OH:12])[CH2:11]1.[CH3:17][C:18](=[O:19])[CH3:20].[OH2:16]>>[CH2:1]([CH:2]=[CH2:3])[O:4][C:5](=[O:6])[N:7]1[CH:8]([C:13](=[O:14])[OH:15])[CH2:9][C:10](=[O:12])[CH2:11]1.